This data is from the Open Reaction Database (ORD), a public repository of structured organic reaction records. The task is: describe an organic reaction: reactants, conditions, products, and yield Reactants: FC(C=1C=C(C=C(C1)C(F)(F)F)[C@@H]1[C@@H](N(C(O1)=O)CC1=C(C=CC(=C1)OC(F)(F)F)NC(=O)[C@@H]1CC[C@H](CC1)CC(=O)OCC)C)(F)F (Ethyl [trans-4-({[2-({(4S,5R)-5-[3,5-bis(trifluoromethyl)phenyl]-4-methyl-2-oxo-1,3-oxazolidin-3-yl}methyl)-4-(trifluoromethoxy)phenyl]amino}carbonyl)cyclohexyl]acetate), [H-].[Na+] (sodium hydride), ICC (iodoethane). The product is FC(C=1C=C(C=C(C1)C(F)(F)F)[C@@H]1[C@@H](N(C(O1)=O)CC1=C(C=CC(=C1)OC(F)(F)F)N(C(=O)[C@@H]1CC[C@H](CC1)CC(=O)OCC)CC)C)(F)F (ethyl (trans-4-{[[2-({(4S,5R)-5-[3,5-bis(trifluoromethyl)phenyl]-4-methyl-2-oxo-1,3-oxazolidin-3-yl}methyl)-4-(trifluoromethoxy)phenyl](ethyl)amino]carbonyl}cyclohexyl)acetate). As a reaction SMILES: [F:1][C:2]([F:48])([F:47])[C:3]1[CH:4]=[C:5]([C@H:13]2[O:17][C:16](=[O:18])[N:15]([CH2:19][C:20]3[CH:25]=[C:24]([O:26][C:27]([F:30])([F:29])[F:28])[CH:23]=[CH:22][C:21]=3[NH:31][C:32]([C@H:34]3[CH2:39][CH2:38][C@H:37]([CH2:40][C:41]([O:43][CH2:44][CH3:45])=[O:42])[CH2:36][CH2:35]3)=[O:33])[C@H:14]2[CH3:46])[CH:6]=[C:7]([C:9]([F:12])([F:11])[F:10])[CH:8]=1.[H-].[Na+].I[CH2:52][CH3:53]>>[F:12][C:9]([F:11])([F:10])[C:7]1[CH:6]=[C:5]([C@H:13]2[O:17][C:16](=[O:18])[N:15]([CH2:19][C:20]3[CH:25]=[C:24]([O:26][C:27]([F:30])([F:28])[F:29])[CH:23]=[CH:22][C:21]=3[N:31]([CH2:52][CH3:53])[C:32]([C@H:34]3[CH2:39][CH2:38][C@H:37]([CH2:40][C:41]([O:43][CH2:44][CH3:45])=[O:42])[CH2:36][CH2:35]3)=[O:33])[C@H:14]2[CH3:46])[CH:4]=[C:3]([C:2]([F:1])([F:47])[F:48])[CH:8]=1 |f:1.2|. Procedure details: Ethyl [trans-4-({[2-({(4S,5R)-5-[3,5-bis(trifluoromethyl)phenyl]-4-methyl-2-oxo-1,3-oxazolidin-3-yl}methyl)-4-(trifluoromethoxy)phenyl]amino}carbonyl)cyclohexyl]acetate (637 mg; 0-913 mmol) was treated with sodium hydride (60% in oil; 40 mg; 1.0 mmol) and iodoethane (110 mL; 1.37 mmol) as described in EXAMPLE 86 to afford ethyl (trans-4-{[[2-({(4S,5R)-5-[3,5-bis(trifluoromethyl)phenyl]-4-methyl-2-oxo-1,3-oxazolidin-3-yl}methyl)-4-(trifluoromethoxy)phenyl](ethyl)amino]carbonyl}cyclohexyl)acetate ... Starting materials: C1(=CC=CC=C1)S(=O)(=O)N1C(C(CC1OCC)O)=O (1-benzenesulfonyl-2-oxo-3-hydroxy-5-ethoxypyrrolidine), C(C)(=O)O (acetic acid). Run at time 1 hour. Product: C1(=CC=CC=C1)S(=O)(=O)N1C(C(CC1OCC)OC(C)=O)=O (1-benzenesulfonyl-2-oxo-3-acetoxy-5-ethoxy-pyrrolidine). As a reaction SMILES: [C:1]1([S:7]([N:10]2[CH:14]([O:15][CH2:16][CH3:17])[CH2:13][CH:12]([OH:18])[C:11]2=[O:19])(=[O:9])=[O:8])[CH:6]=[CH:5][CH:4]=[CH:3][CH:2]=1.[C:20](O)(=[O:22])[CH3:21]>>[C:1]1([S:7]([N:10]2[CH:14]([O:15][CH2:16][CH3:17])[CH2:13][CH:12]([O:18][C:20](=[O:22])[CH3:21])[C:11]2=[O:19])(=[O:8])=[O:9])[CH:2]=[CH:3][CH:4]=[CH:5][CH:6]=1. Reported procedure: A solution of 0.50 g of 1-benzenesulfonyl-2-oxo-3-hydroxy-5-ethoxypyrrolidine (trans isomer) in 10 cm3 anhydrous acetic acid is heated to boiling for 1 hour. It is allowed to cool to room temperature and the acetic anhydride is evaporated. It is dissolved in toluene and the azeotrope is evaporated under reduced pressure. The residue is chromatographed on silica by elution with a mixture of ethylacetate-hexane (1-1); 0.48 g of the expected product is obtained.